Dataset: the Open Reaction Database (ORD), a public repository of structured organic reaction records. Task: describe an organic reaction: reactants, conditions, products, and yield The reactants are O.O.Cl[Sn]Cl (SnCl2.2H2O), N(=O)[O-].[Na+] (sodium nitrite), NC1=NN(C(=C1)SC)C (3-amino-1-methyl-5-methylmercaptopyrazole), [OH-].[Na+] (caustic soda). Solvent: Cl (hydrochloric acid), O (water), Cl (hydrochloric acid). Run at temperature 0 celsius, time 2 hour. The product is N(N)C1=NN(C(=C1)SC)C (3-Hydrazino-1-methyl-5-methylmercaptopyrazole). Isolated yield 96.5%. As a reaction SMILES: [N:1]([O-])=O.[Na+].[NH2:5][C:6]1[CH:10]=[C:9]([S:11][CH3:12])[N:8]([CH3:13])[N:7]=1.O.O.Cl[Sn]Cl.[OH-].[Na+]>O.Cl>[NH:5]([C:6]1[CH:10]=[C:9]([S:11][CH3:12])[N:8]([CH3:13])[N:7]=1)[NH2:1] |f:0.1,3.4.5,6.7|. Procedure: 1.1 g (15.8 mmol) sodium nitrite in 4 ml water was added dropwise to 1.9 g (13.1 mmol) 3-amino-1-methyl-5-methylmercaptopyrazole in 28 ml concentrated hydrochloric acid at 0° C. and the mixture stirred for 2 hours at 0° C. Then, at -30° C., a solution of 7.4 g (32.8 mmol) SnCl2.2H2O in 5.5 ml concentrated hydrochloric acid was added dropwise and the mixture stirred for 3 hours at this temperature. The reaction mixture was then made basic with 32% caustic soda and extracted with methylene chlorid... Reactants: [C-]#N.[Na+] (sodium cyanide), BrCC1=C(C=C(C=C1)N1C(C=2C(C1=O)=CC=CC2)=O)F (N-(4-bromomethyl-3-fluorophenyl)phthalimide). Run in CS(=O)C (dimethyl sulfoxide), CS(=O)C (dimethyl sulfoxide), O (water). Run at temperature 60 celsius, time 40 minute. The product is C(#N)CC1=C(C=C(C=C1)N1C(C=2C(C1=O)=CC=CC2)=O)F (N-(4-cyanomethyl-3-fluorophenyl)phthalimide). The yield is 32.3%. As a reaction SMILES: [C-:1]#[N:2].[Na+].Br[CH2:5][C:6]1[CH:11]=[CH:10][C:9]([N:12]2[C:16](=[O:17])[C:15]3=[CH:18][CH:19]=[CH:20][CH:21]=[C:14]3[C:13]2=[O:22])=[CH:8][C:7]=1[F:23]>CS(C)=O.O>[C:1]([CH2:5][C:6]1[CH:11]=[CH:10][C:9]([N:12]2[C:16](=[O:17])[C:15]3=[CH:18][CH:19]=[CH:20][CH:21]=[C:14]3[C:13]2=[O:22])=[CH:8][C:7]=1[F:23])#[N:2] |f:0.1|. Procedure details: To a solution of sodium cyanide (99 mg) in dimethyl sulfoxide (5 ml), a solution of the compound (605 mg) obtained in Example 249 in dimethyl sulfoxide (10 ml) was added dropwise at 60° C. and stirred at 60° C. for 40 minutes. The reaction mixture was diluted with water and extracted with ethyl acetate-diethyl ether (1:1); thereafter, the organic layer was washed with a saturated aqueous sodium chloride solution, dried with anhydrous sodium sulfate and concentrated under reduced pressure. The re...